This data is from the Open Reaction Database (ORD), a public repository of structured organic reaction records. The task is: describe an organic reaction: reactants, conditions, products, and yield Reactants: Cc1ncccc1C(=O)O, CCN=C=NCCCN(C)C, CCOC(C)=O, CC(C)C(N)CN1CC(C)(C)OCC1C(=O)Nc1cc(Cl)cc2c1[nH]c1cnccc12, O, c1ccncc1. Yields the product Cc1ncccc1C(=O)NC(CN1CC(C)(C)OCC1C(=O)Nc1cc(Cl)cc2c1[nH]c1cnccc12)C(C)C. RXN SMILES: [CH3:32][c:33]1[c:34]([C:35](=[O:36])[OH:37])[cH:38][cH:39][cH:40][n:41]1.[CH3:42][CH2:43][N:44]=[C:45]=[N:46][CH2:47][CH2:48][CH2:49][N:50]([CH3:51])[CH3:52].[CH3:60][CH2:61][O:62][C:63]([CH3:64])=[O:65].[Cl:1][c:2]1[cH:3][c:4]2[c:5]3[cH:6][cH:7][n:8][cH:9][c:10]3[nH:11][c:12]2[c:13]([NH:15][C:16](=[O:17])[CH:18]2[CH2:19][O:20][C:21]([CH3:30])([CH3:31])[CH2:22][N:23]2[CH2:24][CH:25]([CH:26]([CH3:27])[CH3:28])[NH2:29])[cH:14]1.[OH2:59].[cH:53]1[cH:54][cH:55][n:56][cH:57][cH:58]1>>[Cl:1][c:2]1[cH:3][c:4]2[c:5]3[cH:6][cH:7][n:8][cH:9][c:10]3[nH:11][c:12]2[c:13]([NH:15][C:16](=[O:17])[CH:18]2[CH2:19][O:20][C:21]([CH3:30])([CH3:31])[CH2:22][N:23]2[CH2:24][CH:25]([CH:26]([CH3:27])[CH3:28])[NH:29][C:35]([c:34]2[c:33]([CH3:32])[n:41][cH:40][cH:39][cH:38]2)=[O:36])[cH:14]1. The reactants are 37, ClC1=C(C=CC(=C1)Cl)C(C#N)=C1C(=CC(C(=C1)C)=NO)Cl (2,4-dichloro-α-[2-chloro-4-(hydroxyimino)-5-methyl-2,5-cyclohexandien-1-ylidene]benzeneacetonitrile), [Cl-].[NH4+] (ammonium chloride). The reagents and catalysts are [Fe] (iron). Solvent: CC1=CC=CC=C1 (methylbenzene). Reaction conditions: temperature 60 celsius, time 8 hour. Product: Cl.NC1=CC(=C(C=C1C)C(C#N)C1=C(C=C(C=C1)Cl)Cl)Cl (4-amino-2-chloro-α-(2,4-dichlorophenyl)-5-methylbenzeneacetonitrile hydrochloride). Reaction SMILES: [Cl-].[NH4+].[Cl:3][C:4]1[CH:9]=[C:8]([Cl:10])[CH:7]=[CH:6][C:5]=1[C:11](=[C:14]1[CH:19]=[C:18]([CH3:20])[C:17](=[N:21]O)[CH:16]=[C:15]1[Cl:23])[C:12]#[N:13]>[Fe].CC1C=CC=CC=1>[ClH:3].[NH2:21][C:17]1[C:18]([CH3:20])=[CH:19][C:14]([CH:11]([C:5]2[CH:6]=[CH:7][C:8]([Cl:10])=[CH:9][C:4]=2[Cl:3])[C:12]#[N:13])=[C:15]([Cl:23])[CH:16]=1 |f:0.1,5.6|. Procedure details: 370 parts of ammonium chloride solution 0.78N are stirred and heated to reflux. Then there are added 37 parts of iron-powder, followed by the dropwise addition of a solution of 37 parts of 2,4-dichloro-α-[2-chloro-4-(hydroxyimino)-5-methyl-2,5-cyclohexandien-1-ylidene]benzeneacetonitrile in 333 parts of methylbenzene. Upon completion, stirring at reflux is continued overnight. The reaction mixture is cooled to 60° C, filtered and the filter-cake is washed with tetrahydrofuran. The filtrate is dr... Yields the product C(C1=CC=CC=C1)OC(=O)N1CCC(=CC1)C1=C(N2C([C@@H]([C@H]2C1)[C@@H](C)O[Si](C)(C)C)=O)C(=O)OCC1=CC=C(C=C1)[N+](=O)[O-] (4-nitrobenzyl (5R,6S)-3-(1-benzyloxycarbonyl-1,2,3,6-tetrahydropyridin-4-yl)-6-[(1R)-1-trimethylsilyloxyethyl]-7-oxo-1-azabicyclo[3.2.0]hept-2-ene-2-carboxylate). Solvent: C1(=CC=CC=C1)C (toluene). Starting materials: C(C1=CC=CC=C1)OC(=O)N1CCC(=CC1)C(C[C@@H]1[C@H](C(N1C(C(=O)OCC1=CC=C(C=C1)[N+](=O)[O-])=O)=O)[C@@H](C)O[Si](C)(C)C)=O (4-nitrobenzyl 2-[(3S,4R)-4-{2-(1-benzyloxycarbonyl-1,2,3,6-tetrahydropyridin-4-yl)-2-oxoethyl}-3-{(1R)-1-trimethylsilyloxyethyl}-2-oxoazetidin-1-yl]-2-oxoacetate), P(OCC)(OCC)OCC (triethyl phosphite), C1(O)=CC=C(O)C=C1 (hydroquinone). The yield is 83.8%. Reported procedure: To a solution of 4-nitrobenzyl 2-[(3S,4R)-4-{2-(1-benzyloxycarbonyl-1,2,3,6-tetrahydropyridin-4-yl)-2-oxoethyl}-3-{(1R)-1-trimethylsilyloxyethyl}-2-oxoazetidin-1-yl]-2-oxoacetate (4.73 g) and triethyl phosphite (6.2 ml) in toluene (70 ml) was heated under reflux for 2 hours under nitrogen atmosphere. To this solution was added hydroquinone (800 mg), and the reflux was continued for additional 6 hours. The solvent was removed in vacuo to give a residue, which was chromatographed on silica gel (40... RXN SMILES: [CH2:1]([O:8][C:9]([N:11]1[CH2:16][CH:15]=[C:14]([C:17](=O)[CH2:18][C@H:19]2[N:22]([C:23](=O)[C:24]([O:26][CH2:27][C:28]3[CH:33]=[CH:32][C:31]([N+:34]([O-:36])=[O:35])=[CH:30][CH:29]=3)=[O:25])[C:21](=[O:38])[C@@H:20]2[C@H:39]([O:41][Si:42]([CH3:45])([CH3:44])[CH3:43])[CH3:40])[CH2:13][CH2:12]1)=[O:10])[C:2]1[CH:7]=[CH:6][CH:5]=[CH:4][CH:3]=1.P(OCC)(OCC)OCC.C1(C=CC(O)=CC=1)O>C1(C)C=CC=CC=1>[CH2:1]([O:8][C:9]([N:11]1[CH2:16][CH:15]=[C:14]([C:17]2[CH2:18][C@H:19]3[N:22]([C:21](=[O:38])[C@@H:20]3[C@H:39]([O:41][Si:42]([CH3:45])([CH3:44])[CH3:43])[CH3:40])[C:23]=2[C:24]([O:26][CH2:27][C:28]2[CH:33]=[CH:32][C:31]([N+:34]([O-:36])=[O:35])=[CH:30][CH:29]=2)=[O:25])[CH2:13][CH2:12]1)=[O:10])[C:2]1[CH:3]=[CH:4][CH:5]=[CH:6][CH:7]=1. Conditions: time 6 hour. The reactants are ClC1=NSC(=C1Cl)C(=O)Cl (3,4-dichloro-5-isothiazolecarbonyl chloride), C(#N)CC(=O)OC (methyl cyanoacetate), Cl (hydrochloric acid). The solvent is O1CCCC1 (tetrahydrofuran), O1CCCC1 (tetrahydrofuran). Conditions: time 2 hour. Yields the product C(#N)C(C(=O)OC)C(=O)C1=C(C(=NS1)Cl)Cl (methyl 2-cyano-3-(3,4-dichloro-5-isothiazolyl)-3-oxopropanoate). Isolated yield 84.8%. RXN SMILES: [C:1]([CH2:3][C:4]([O:6][CH3:7])=[O:5])#[N:2].[Cl:8][C:9]1[C:13]([Cl:14])=[C:12]([C:15](Cl)=[O:16])[S:11][N:10]=1.Cl>O1CCCC1>[C:1]([CH:3]([C:15]([C:12]1[S:11][N:10]=[C:9]([Cl:8])[C:13]=1[Cl:14])=[O:16])[C:4]([O:6][CH3:7])=[O:5])#[N:2]. Procedure details: To a solution of methyl cyanoacetate (1.98 g) in unhydrous tetrahydrofuran (20 ml) 60% sodium hydride (1.6 g) was added at a temperature below 10° C. To the reaction mixture a solution of 3,4-dichloro-5-isothiazolecarbonyl chloride (4.30 g) in unhydrous tetrahydrofuran (15 ml) was added dropwise at the same temperature. After finishing the addition, the reaction mixture was stirred at room temperature for 2 hours and 1N-aqueous hydrochloric acid (10 ml) was added. After extraction with ethyl ace... The reactants are C(CCC)C1=NC2=C(N1CC1=CC=C(C=C1)C1=C(C(=O)OC)C=CC=C1)C=CC=C2 (methyl 2-[4-(2-butylbenzimidazol-1-yl)methylphenyl]benzoate). Run in [OH-].[Na+] (NaOH), CO (methanol). Product: C(CCC)C1=NC2=C(N1CC1=CC=C(C=C1)C1=C(C(=O)O)C=CC=C1)C=CC=C2 (2-[4-(2-Butylbenzimidazol-1-yl)methylphenyl]benzoic acid). The yield is 55.3%. As a reaction SMILES: [CH2:1]([C:5]1[N:9]([CH2:10][C:11]2[CH:16]=[CH:15][C:14]([C:17]3[CH:26]=[CH:25][CH:24]=[CH:23][C:18]=3[C:19]([O:21]C)=[O:20])=[CH:13][CH:12]=2)[C:8]2[CH:27]=[CH:28][CH:29]=[CH:30][C:7]=2[N:6]=1)[CH2:2][CH2:3][CH3:4]>[OH-].[Na+].CO>[CH2:1]([C:5]1[N:9]([CH2:10][C:11]2[CH:12]=[CH:13][C:14]([C:17]3[CH:26]=[CH:25][CH:24]=[CH:23][C:18]=3[C:19]([OH:21])=[O:20])=[CH:15][CH:16]=2)[C:8]2[CH:27]=[CH:28][CH:29]=[CH:30][C:7]=2[N:6]=1)[CH2:2][CH2:3][CH3:4] |f:1.2|. Reported procedure: In a mixture of 1N NaOH solution (4.5 ml) and methanol (10 ml), methyl 2-[4-(2-butylbenzimidazol-1-yl)methylphenyl]benzoate (1.2 g) was heated for 3 hours under reflux. The reaction mixture was concentrated, and the concentrate was dissolved in water, washed with ether, then acidified with 1N-HCl to afford crystals. The crystals were collected by filtration and recrystallized from ethyl acetate-methanol to afford colorless crystals (0.64 g, 53%). Starting materials: CCOc1ccc(N=C=O)cc1, CNS(=O)(=O)c1sc(NCCN(C)C)nc1C, C1COCCO1. Product: CCOc1ccc(NC(=O)N(CCN(C)C)c2nc(C)c(S(=O)(=O)NC)s2)cc1. As a reaction SMILES: [CH2:18]([CH3:19])[O:20][c:21]1[cH:22][cH:23][c:24]([N:27]=[C:28]=[O:29])[cH:25][cH:26]1.[CH3:1][N:2]([CH2:3][CH2:4][NH:5][c:6]1[s:7][c:8]([S:12](=[O:13])(=[O:14])[NH:15][CH3:16])[c:9]([CH3:11])[n:10]1)[CH3:17].[O:30]1[CH2:31][CH2:32][O:33][CH2:34][CH2:35]1>>[CH3:1][N:2]([CH2:3][CH2:4][N:5]([c:6]1[s:7][c:8]([S:12](=[O:13])(=[O:14])[NH:15][CH3:16])[c:9]([CH3:11])[n:10]1)[C:28]([NH:27][c:24]1[cH:23][cH:22][c:21]([O:20][CH2:18][CH3:19])[cH:26][cH:25]1)=[O:29])[CH3:17].